This data is from the Open Reaction Database (ORD), a public repository of structured organic reaction records. The task is: describe an organic reaction: reactants, conditions, products, and yield Reaction SMILES: [C:30]([O:31][CH2:32][CH3:33])(=[O:34])[N:35]=[C:36]=[S:37].[CH3:39][S:40](=[O:41])[CH3:42].[NH2:1][c:2]1[cH:3][cH:4][c:5]([O:8][c:9]2[cH:10][c:11]([NH:16][C:17]([c:18]3[cH:19][c:20]([C:24]([CH3:25])([CH3:26])[C:27]#[N:28])[cH:21][cH:22][cH:23]3)=[O:29])[cH:12][cH:13][c:14]2[CH3:15])[cH:6][n:7]1.[OH2:38]>>[NH:1]([c:2]1[cH:3][cH:4][c:5]([O:8][c:9]2[cH:10][c:11]([NH:16][C:17]([c:18]3[cH:19][c:20]([C:24]([CH3:25])([CH3:26])[C:27]#[N:28])[cH:21][cH:22][cH:23]3)=[O:29])[cH:12][cH:13][c:14]2[CH3:15])[cH:6][n:7]1)[C:36]([NH:35][C:30]([O:31][CH2:32][CH3:33])=[O:34])=[S:37]. Yields the product CCOC(=O)NC(=S)Nc1ccc(Oc2cc(NC(=O)c3cccc(C(C)(C)C#N)c3)ccc2C)cn1. Starting materials: CCOC(=O)N=C=S, CS(C)=O, Cc1ccc(NC(=O)c2cccc(C(C)(C)C#N)c2)cc1Oc1ccc(N)nc1, O. Reactants: [H][H] (hydrogen), C1(CC1)NC(=O)NC1=NC=CC(=C1)OC1=CC=C(C2=CC=CC=C12)[N+](=O)[O-] (1-cyclopropyl-3-(4-((4-nitronaphthalen-1-yl)oxy)pyridin-2-yl)urea). The reagents and catalysts are [Pt] (Pt—C). The solvent is CO (MeOH), CC(=O)O (AcOH). The product is NC1=CC=C(C2=CC=CC=C12)OC1=CC(=NC=C1)NC(=O)NC1CC1 (1-(4-((4-Aminonaphthalen-1-yl)oxy)pyridin-2-yl)-3-cyclopropylurea), Intermediate D3. RXN SMILES: [CH:1]1([NH:4][C:5]([NH:7][C:8]2[CH:13]=[C:12]([O:14][C:15]3[C:24]4[C:19](=[CH:20][CH:21]=[CH:22][CH:23]=4)[C:18]([N+:25]([O-])=O)=[CH:17][CH:16]=3)[CH:11]=[CH:10][N:9]=2)=[O:6])[CH2:3][CH2:2]1.[H][H]>CO.CC(O)=O.[Pt]>[NH2:25][C:18]1[C:19]2[C:24](=[CH:23][CH:22]=[CH:21][CH:20]=2)[C:15]([O:14][C:12]2[CH:11]=[CH:10][N:9]=[C:8]([NH:7][C:5]([NH:4][CH:1]3[CH2:2][CH2:3]3)=[O:6])[CH:13]=2)=[CH:16][CH:17]=1. Procedure: A solution of 1-cyclopropyl-3-(4-((4-nitronaphthalen-1-yl)oxy)pyridin-2-yl)urea (118 mg, 0.324 mmol) in a mixture of MeOH (20 mL) and AcOH (0.5 mL) was subjected to hydrogenation by passage through a Thales H-cube (1.0 mL min−1, 25° C., 70 mm, 10% Pt—C Cat-Cart, full hydrogen mode). The reaction mixture was evaporated in vacuo and the residue was partitioned between DCM (20 mL) and saturated aq. NaHCO3 (10 mL). The organic phase was separated and was washed with brine (10 mL), and then dried and... The reactants are ClC1=CC=C(N)C=C1 (p-Chloroaniline), C(C)(C)C(=O)C (methyl isopropyl ketone). The product is CC1=NC2=CC=C(C=C2C1(C)C)Cl (2,3,3-Trimethyl-5-chloro-3-H-indole). Yield: 86.0%. RXN SMILES: [Cl:1][C:2]1[CH:8]=[CH:7][C:5]([NH2:6])=[CH:4][CH:3]=1.[CH:9]([C:12]([CH3:14])=O)([CH3:11])[CH3:10]>>[CH3:14][C:12]1[C:9]([CH3:11])([CH3:10])[C:7]2[C:5](=[CH:4][CH:3]=[C:2]([Cl:1])[CH:8]=2)[N:6]=1. Procedure: p-Chloroaniline was reacted with methyl isopropyl ketone in the same way as in Example 3. 2,3,3-Trimethyl-5-chloro-3-H-indole was formed in a yield of 86% of the theoretical yield.